Dataset: the Open Reaction Database (ORD), a public repository of structured organic reaction records. Task: describe an organic reaction: reactants, conditions, products, and yield Reactants: CCc1nc2cc3c(cc2[n+]([O-])n1)CCN(C)C3, ClCCl, O=C(O)C(F)(F)F, O=C(OC(=O)C(F)(F)F)C(F)(F)F, N, OO. Yields the product CCc1n[n+]([O-])c2cc3c(cc2[n+]1[O-])CN(C)CC3. As a reaction SMILES: [CH2:16]([CH3:17])[c:18]1[n:19][n+:20]([O-:33])[c:21]2[cH:22][c:23]3[c:28]([cH:29][c:30]2[n:31]1)[CH2:27][N:26]([CH3:32])[CH2:25][CH2:24]3.[Cl:41][CH2:42][Cl:43].[F:34][C:35]([F:36])([F:37])[C:38]([OH:39])=[O:40].[F:3][C:4]([F:5])([F:7])[C:8](=[O:6])[O:9][C:10](=[O:11])[C:12]([F:13])([F:14])[F:15].[NH3:44].[OH:1][OH:2]>>[O-:6][n+:31]1[c:18]([CH2:16][CH3:17])[n:19][n+:20]([O-:33])[c:21]2[cH:22][c:23]3[c:28]([cH:29][c:30]21)[CH2:27][N:26]([CH3:32])[CH2:25][CH2:24]3. The reactants are [Ag+2], O=C([O-])[O-], ClC(Cl)Cl, CI, Cc1cccc(O)n1. Product: COc1cccc(C)n1. Reaction SMILES: [Ag+2:15].[C:11](=[O:12])([O-:13])[O-:14].[CH:16]([Cl:17])([Cl:18])[Cl:19].[I:9][CH3:10].[OH:1][c:2]1[n:3][c:4]([CH3:8])[cH:5][cH:6][cH:7]1>>[O:1]([c:2]1[n:3][c:4]([CH3:8])[cH:5][cH:6][cH:7]1)[CH3:10]. The reactants are FC1=CC(=C(C=C1)NC=1C2=C(N=CN1)SC(=C2C)C(=O)O)O[C@@H]2CC[C@H](CC2)O (4-[4-fluoro-2-(trans-4-hydroxycyclohexyloxy)-phenylamino]-5-methyl-thieno[2,3-d]pyrimidine-6-carboxylic acid), CN(C)C=O (DMF). The product is FC1=CC(=C(C=C1)NC=1C2=C(N=CN1)SC(=C2C)C(=O)N)O[C@@H]2CC[C@H](CC2)O (4-[4-Fluoro-2-(trans-4-hydroxy-cyclohexyloxy)-phenylamino]-5-methyl-thieno[2,3-d]pyrimidine-6-carboxylic acid amide). As a reaction SMILES: [F:1][C:2]1[CH:7]=[CH:6][C:5]([NH:8][C:9]2[C:10]3[C:17]([CH3:18])=[C:16]([C:19](O)=[O:20])[S:15][C:11]=3[N:12]=[CH:13][N:14]=2)=[C:4]([O:22][C@H:23]2[CH2:28][CH2:27][C@H:26]([OH:29])[CH2:25][CH2:24]2)[CH:3]=1.C[N:31](C=O)C>>[F:1][C:2]1[CH:7]=[CH:6][C:5]([NH:8][C:9]2[C:10]3[C:17]([CH3:18])=[C:16]([C:19]([NH2:31])=[O:20])[S:15][C:11]=3[N:12]=[CH:13][N:14]=2)=[C:4]([O:22][C@H:23]2[CH2:28][CH2:27][C@H:26]([OH:29])[CH2:25][CH2:24]2)[CH:3]=1. Procedure: Prepared analogously to example 1.4 from 7 g 4-[4-fluoro-2-(trans-4-hydroxycyclohexyloxy)-phenylamino]-5-methyl-thieno[2,3-d]pyrimidine-6-carboxylic acid in DMF. The reactants are C(Cl)Cl.[K+].[Br-] (CH2Cl2 KBr), ClC=1C=C(C=C(C1)Cl)NC1=NC(=NC(=N1)NC)Cl (2-(3,5-dichlorophenylamino)-4-methylamino-6-chloro-1,3,5-triazine), NC1=CC=C(C=C1)O (4-aminophenol), Tc 155. Yields the product ClC=1C=C(C=C(C1)Cl)NC1=NC(=NC(=N1)NC)NC1=CC=C(C=C1)O (2-(3,5-dichlorophenylamino)-4-methylamino-6-(4-hydroxyphenylamino)-1,3,5-triazine). Yield: 74.0%. RXN SMILES: [Cl:1][C:2]1[CH:3]=[C:4]([NH:9][C:10]2[N:15]=[C:14]([NH:16][CH3:17])[N:13]=[C:12](Cl)[N:11]=2)[CH:5]=[C:6]([Cl:8])[CH:7]=1.[NH2:19][C:20]1[CH:25]=[CH:24][C:23]([OH:26])=[CH:22][CH:21]=1.C(Cl)Cl.[K+].[Br-]>>[Cl:1][C:2]1[CH:3]=[C:4]([NH:9][C:10]2[N:15]=[C:14]([NH:16][CH3:17])[N:13]=[C:12]([NH:19][C:20]3[CH:25]=[CH:24][C:23]([OH:26])=[CH:22][CH:21]=3)[N:11]=2)[CH:5]=[C:6]([Cl:8])[CH:7]=1 |f:2.3.4|. Procedure: The title compound was synthesized from 2-(3,5-dichlorophenylamino)-4-methylamino-6-chloro-1,3,5-triazine and 4-aminophenol using a similar procedure to the one used in 8. Yield: 74%; Tg 83° C., Tc 155° C., Tm 187° C.; FTIR (CH2Cl2/KBr) 3401, 3282, 3180, 3112, 2952, 2918, 2850, 1572, 1514, 1503, 1421, 1400, 1366, 1258, 1227, 1168, 1114, 1080, 1011, 993, 937, 833, 807, 737, 703, 668, 632 cm−1; 1H NMR (300 MHz, DMSO-d6, 298 K): δ 9.43 (br s, 0.5H), 9.29 (br s, 0.5H), 9.00 (br s, 0.5H), 8.83 (br s,...